This data is from the Open Reaction Database (ORD), a public repository of structured organic reaction records. The task is: describe an organic reaction: reactants, conditions, products, and yield Yields the product CCC#CCC(C)C(=O)CP(=O)(OC)OC. The reactants are C1CCOC1, [Li]CCCC, CCCCCC, CCC#CCC(C)C(=O)OCC, COP(C)(=O)OC, CC(=O)O, O. RXN SMILES: [CH2:31]1[O:32][CH2:33][CH2:34][CH2:35]1.[CH2:8]([Li:9])[CH2:10][CH2:11][CH3:12].[CH3:13][CH2:14][CH2:15][CH2:16][CH2:17][CH3:18].[CH3:19][CH:20]([C:21](=[O:22])[O:23][CH2:24][CH3:25])[CH2:26][C:27]#[C:28][CH2:29][CH3:30].[CH3:1][P:2]([O:3][CH3:4])([O:5][CH3:6])=[O:7].[CH3:36][C:37](=[O:38])[OH:39].[OH2:40]>>[CH2:1]([P:2]([O:3][CH3:4])([O:5][CH3:6])=[O:7])[C:21]([CH:20]([CH3:19])[CH2:26][C:27]#[C:28][CH2:29][CH3:30])=[O:22]. Reactants: [H-].[Na+] (NaH), O (water), [I-].C[S+](=O)(C)C (trimethylsulfoxonium iodide), O=C1CCN(CCC1)C(=O)OC(C)(C)C (t-Butyl hexahydro-4-oxo-(4H)-azepine-1-carboxylate). The solvent is CS(=O)C (DMSO), CS(=O)C (DMSO). Yields the product O1CC12CCN(CCC2)C(=O)OC(C)(C)C (t-Butyl 1-oxa-6-azaspiro[2.6]nonane-6-carboxylate). The yield is 240.8%. Reaction SMILES: [I-].[CH3:2][S+](C)(C)=O.[H-].[Na+].[O:9]=[C:10]1[CH2:16][CH2:15][CH2:14][N:13]([C:17]([O:19][C:20]([CH3:23])([CH3:22])[CH3:21])=[O:18])[CH2:12][CH2:11]1.O>CS(C)=O>[O:9]1[C:10]2([CH2:16][CH2:15][CH2:14][N:13]([C:17]([O:19][C:20]([CH3:23])([CH3:22])[CH3:21])=[O:18])[CH2:12][CH2:11]2)[CH2:2]1 |f:0.1,2.3|. Procedure: to a stirred solution of trimethylsulfoxonium iodide (56.1 g, 255 mmol) in anhydrous DMSO (150 ml) was added a mixture of NaH (18.5 gram 1.5 equiv., 60% in mineral oil) under a nitrogen atmosphere. The mixture was stirred at 65° C. for 1 hour, whereafter compound 2 (32 g, 150 mmol) was added as a solution in DMSO (10 ml). The mixture was refluxed overnight under a nitrogen atmosphere. The solution was allowed to reach room temperature, water was added and the mixture was extracted with diethyl e... Reactants: CC#N, CC#CC1CCC(C#N)N1C(=O)CCl, NC1CCC(Oc2ccc(C(F)(F)F)cc2)CC1. Yields the product CC#CC1CCC(C#N)N1C(=O)CNC1CCC(Oc2ccc(C(F)(F)F)cc2)CC1. RXN SMILES: [CH3:33][C:34]#[N:35].[Cl:1][CH2:2][C:3](=[O:4])[N:5]1[CH:6]([C:13]#[N:14])[CH2:7][CH2:8][CH:9]1[C:10]#[C:11][CH3:12].[F:15][C:16]([c:17]1[cH:18][cH:19][c:20]([O:21][CH:22]2[CH2:23][CH2:24][CH:25]([NH2:28])[CH2:26][CH2:27]2)[cH:29][cH:30]1)([F:31])[F:32]>>[CH2:2]([C:3](=[O:4])[N:5]1[CH:6]([C:13]#[N:14])[CH2:7][CH2:8][CH:9]1[C:10]#[C:11][CH3:12])[NH:28][CH:25]1[CH2:24][CH2:23][CH:22]([O:21][c:20]2[cH:19][cH:18][c:17]([C:16]([F:15])([F:31])[F:32])[cH:30][cH:29]2)[CH2:27][CH2:26]1. Reactants: COc1ccccc1NC(=O)Nc1cccc(-n2c(=O)c(CCC(=O)O)nc3cccnc32)c1, CCN=C=NCCCN(C)C, CN1CCNCC1, CCOC(C)=O, C1COCCO1, On1nnc2ccccc21. Yields the product COc1ccccc1NC(=O)Nc1cccc(-n2c(=O)c(CCC(=O)N3CCN(C)CC3)nc3cccnc32)c1. As a reaction SMILES: [C:1](=[O:2])([OH:3])[CH2:4][CH2:5][c:6]1[n:7][c:8]2[c:9]([n:10](-[c:13]3[cH:14][c:15]([NH:19][C:20](=[O:21])[NH:22][c:23]4[c:24]([O:29][CH3:30])[cH:25][cH:26][cH:27][cH:28]4)[cH:16][cH:17][cH:18]3)[c:11]1=[O:12])[n:31][cH:32][cH:33][cH:34]2.[CH2:45]([N:46]=[C:47]=[N:48][CH2:49][CH2:50][CH2:51][N:52]([CH3:53])[CH3:54])[CH3:55].[CH3:56][N:57]1[CH2:58][CH2:59][NH:60][CH2:61][CH2:62]1.[CH3:69][CH2:70][O:71][C:72](=[O:73])[CH3:74].[O:63]1[CH2:64][CH2:65][O:66][CH2:67][CH2:68]1.[OH:35][n:36]1[c:37]2[cH:38][cH:39][cH:40][cH:41][c:42]2[n:43][n:44]1>>[C:1](=[O:3])([CH2:4][CH2:5][c:6]1[n:7][c:8]2[c:9]([n:10](-[c:13]3[cH:14][c:15]([NH:19][C:20](=[O:21])[NH:22][c:23]4[c:24]([O:29][CH3:30])[cH:25][cH:26][cH:27][cH:28]4)[cH:16][cH:17][cH:18]3)[c:11]1=[O:12])[n:31][cH:32][cH:33][cH:34]2)[N:60]1[CH2:59][CH2:58][N:57]([CH3:56])[CH2:62][CH2:61]1.